Dataset: the Open Reaction Database (ORD), a public repository of structured organic reaction records. Task: describe an organic reaction: reactants, conditions, products, and yield The reactants are CC(C#C)O (3-Butine-2-ol), NC1=CC=CC=C1 (aniline), Cl.NC1=CC=CC=C1 (aniline hydrochloride). The reagents and catalysts are [C-]#[O+].[C-]#[O+].[C-]#[O+].[C-]#[O+].[C-]#[O+].[C-]#[O+].[C-]#[O+].[C-]#[O+].[C-]#[O+].[C-]#[O+].[C-]#[O+].[C-]#[O+].[Ru].[Ru].[Ru] (Ru3(CO)12). Run in ClCCl (dichloromethane). Run at temperature 120 celsius, time 12 hour. Yields the product CC=1NC2=CC=CC=C2C1C (2,3-dimethyl indole). The yield is 90.0%. As a reaction SMILES: [CH3:1][CH:2](O)[C:3]#[CH:4].[NH2:6][C:7]1[CH:12]=[CH:11][CH:10]=[CH:9][CH:8]=1.Cl.NC1C=CC=CC=1>[C-]#[O+].[C-]#[O+].[C-]#[O+].[C-]#[O+].[C-]#[O+].[C-]#[O+].[C-]#[O+].[C-]#[O+].[C-]#[O+].[C-]#[O+].[C-]#[O+].[C-]#[O+].[Ru].[Ru].[Ru].ClCCl>[CH3:1][C:2]1[NH:6][C:7]2[C:12]([C:3]=1[CH3:4])=[CH:11][CH:10]=[CH:9][CH:8]=2 |f:2.3,4.5.6.7.8.9.10.11.12.13.14.15.16.17.18|. Procedure: 3-Butine-2-ol (0.701 g, 10 mmol), aniline (0.931 g, 10 mmol), Ru3(CO)12 (32.0 mg, 0.05 mmol) and aniline hydrochloride (0.259 g, 2.0 mmol) were placed in a 10 ml round-bottomed flask, and the mixture was stirred at 120° C. for 12 hours. After cooling, dichloromethane (3 mL) was added, and the organic layer was washed twice with 1 M hydrochloric acid (2 mL) and once with water (2 mL). The organic layer was dried over sodium sulfate, and the solvent was distilled away, whereby 2,3-dimethyl indole ...